From a dataset of the Open Reaction Database (ORD), a public repository of structured organic reaction records. describe an organic reaction: reactants, conditions, products, and yield Starting materials: [N-]=[N+]=[N-].[Na+] (sodium azide), O (water), ClC1=C(C(=O)O)C=C(C=C1)S(=O)(=O)Cl (2-chloro-5-chlorosulphonylbenzoic acid). The solvent is C(C)O (ethanol), C(C)O (ethanol). Run at time 8 hour. Yields the product ClC1=C(C(=O)O)C=C(C=C1)S(=O)(=O)N=[N+]=[N-] (2-chloro-5-azidosulphonylbenzoic acid). As a reaction SMILES: [Cl:1][C:2]1[CH:10]=[CH:9][C:8]([S:11](Cl)(=[O:13])=[O:12])=[CH:7][C:3]=1[C:4]([OH:6])=[O:5].[N-:15]=[N+:16]=[N-:17].[Na+].O>C(O)C>[Cl:1][C:2]1[CH:10]=[CH:9][C:8]([S:11]([N:15]=[N+:16]=[N-:17])(=[O:13])=[O:12])=[CH:7][C:3]=1[C:4]([OH:6])=[O:5] |f:1.2|. Procedure details: To a suspension of 12 g of 2-chloro-5-chlorosulphonylbenzoic acid in 150 ccs of ethanol, a solution of 10 g of sodium azide in 30 ccs of water and 120 ccs of ethanol is dropwise added whilst stirring. Stirring is continued overnight and the inorganic constituents are precipitated with acetone. After allowing to stand at 0° C for a relatively long period, the precipitate is filtered off and the mother liquor is carefully evaporated to dryness by means of a rotary evaporator. Reactants: ICC=1N=C(OC1C1=CC=CC=C1)C1=CC=C(C=C1)C (4-iodomethyl-5-phenyl-2-p-tolyloxazole), CC(C(C(C)=NO)=O)C (4-methylpentane-2,3-dione-2-oxime), FC(C1=CC=C(C=O)C=C1)(F)F (4-trifluoromethylbenzaldehyde). Yields the product ICC=1N=C(OC1C(C)C)C1=CC=C(C=C1)C(F)(F)F (4-iodomethyl-5-isopropyl-2-(4-trifluoromethylphenyl)-oxazole). As a reaction SMILES: [I:1][CH2:2][C:3]1[N:4]=C(C2C=CC(C)=CC=2)O[C:7]=1[C:8]1[CH:13]=CC=C[CH:9]=1.CC(C)C(=O)C(=NO)C.[F:30][C:31]([F:41])([F:40])[C:32]1[CH:39]=[CH:38][C:35]([CH:36]=[O:37])=[CH:34][CH:33]=1>>[I:1][CH2:2][C:3]1[N:4]=[C:36]([C:35]2[CH:38]=[CH:39][C:32]([C:31]([F:40])([F:41])[F:30])=[CH:33][CH:34]=2)[O:37][C:7]=1[CH:8]([CH3:13])[CH3:9]. Procedure details: Analogously to the building block synthesis of 4-iodomethyl-5-phenyl-2-p-tolyloxazole, 4-methylpentane-2,3-dione-2-oxime and 4-trifluoromethylbenzaldehyde gave 4-iodomethyl-5-isopropyl-2-(4-trifluoromethylphenyl)-oxazole. The reactants are C#CCCl, CO, CC1CCCCN1. Yields the product C#CCN1CCCCC1C. As a reaction SMILES: [CH2:1]([C:2]#[CH:3])[Cl:4].[CH3:12][OH:13].[CH3:5][CH:6]1[NH:7][CH2:8][CH2:9][CH2:10][CH2:11]1>>[CH:1]#[C:2][CH2:3][N:7]1[CH:6]([CH3:5])[CH2:11][CH2:10][CH2:9][CH2:8]1. The reactants are CN(Cc1ccccc1)c1ncnc2c(N3CCS(=O)CC3)nc(Cl)nc12, O, NCCO. The product is CN(Cc1ccccc1)c1ncnc2c(N3CCS(=O)CC3)nc(NCCO)nc12. Reaction SMILES: [CH2:1]([c:2]1[cH:3][cH:4][cH:5][cH:6][cH:7]1)[N:8]([c:9]1[n:10][cH:11][n:12][c:13]2[c:14]1[n:15][c:16]([Cl:26])[n:17][c:18]2[N:19]1[CH2:20][CH2:21][S:22](=[O:25])[CH2:23][CH2:24]1)[CH3:27].[OH2:32].[OH:28][CH2:29][CH2:30][NH2:31]>>[CH2:1]([c:2]1[cH:3][cH:4][cH:5][cH:6][cH:7]1)[N:8]([c:9]1[n:10][cH:11][n:12][c:13]2[c:14]1[n:15][c:16]([NH:31][CH2:30][CH2:29][OH:28])[n:17][c:18]2[N:19]1[CH2:20][CH2:21][S:22](=[O:25])[CH2:23][CH2:24]1)[CH3:27]. Starting materials: N1(N=NC2=C1C=CC=C2)OC=2C1=C(N=CN2)CN(C1)C(=O)OC(C)(C)C (tert-Butyl 4-(1H-benzo[d][1,2,3]triazol-1-yloxy)-5H-pyrrolo[3,4-d]pyrimidine-6(7H)-carboxylate), O1CCN(CC1)CC[C@H](CSC1=CC=CC=C1)NC1=C(C=C(C=C1)S(=O)(=O)N)S(=O)(=O)C(F)(F)F ((R)-4-(4-morpholino-1-(phenylthio)butan-2-ylamino)-3(trifluoromethylsulfonyl)benzenesulfonamide), C([O-])([O-])=O.[K+].[K+] (potassium carbonate). Run in CN(C=O)C (N,N-dimethylformamide), O (water), CCOCC (ether), O (water), O (water), CCOCC (ether). Reaction conditions: temperature 85 celsius, time 1.5 hour. The product is O1CCN(CC1)CC[C@H](CSC1=CC=CC=C1)NC1=C(C=C(C=C1)S(=O)(=O)NC=1C2=C(N=CN1)CN(C2)C(=O)OC(C)(C)C)S(=O)(=O)C(F)(F)F ((R)-tert-Butyl 4-(4-(4-morpholino-1-(phenylthio)butan-2-ylamino)-3-(trifluoromethylsulfonyl)phenylsulfonamido)-5H-pyrrolo[3,4-d]pyrimidine-6(7H)-carboxylate). Yield: 20.4%. RXN SMILES: N1(O[C:11]2[C:12]3[CH2:19][N:18]([C:20]([O:22][C:23]([CH3:26])([CH3:25])[CH3:24])=[O:21])[CH2:17][C:13]=3[N:14]=[CH:15][N:16]=2)C2C=CC=CC=2N=N1.[O:27]1[CH2:32][CH2:31][N:30]([CH2:33][CH2:34][C@@H:35]([NH:44][C:45]2[CH:50]=[CH:49][C:48]([S:51]([NH2:54])(=[O:53])=[O:52])=[CH:47][C:46]=2[S:55]([C:58]([F:61])([F:60])[F:59])(=[O:57])=[O:56])[CH2:36][S:37][C:38]2[CH:43]=[CH:42][CH:41]=[CH:40][CH:39]=2)[CH2:29][CH2:28]1.C(=O)([O-])[O-].[K+].[K+]>CN(C)C=O.O.CCOCC>[O:27]1[CH2:32][CH2:31][N:30]([CH2:33][CH2:34][C@@H:35]([NH:44][C:45]2[CH:50]=[CH:49][C:48]([S:51]([NH:54][C:11]3[C:12]4[CH2:19][N:18]([C:20]([O:22][C:23]([CH3:24])([CH3:25])[CH3:26])=[O:21])[CH2:17][C:13]=4[N:14]=[CH:15][N:16]=3)(=[O:52])=[O:53])=[CH:47][C:46]=2[S:55]([C:58]([F:61])([F:59])[F:60])(=[O:57])=[O:56])[CH2:36][S:37][C:38]2[CH:39]=[CH:40][CH:41]=[CH:42][CH:43]=2)[CH2:29][CH2:28]1 |f:2.3.4|. Procedure details: tert-Butyl 4-(1H-benzo[d][1,2,3]triazol-1-yloxy)-5H-pyrrolo[3,4-d]pyrimidine-6(7H)-carboxylate (448 mg, 1.264 mmol), (R)-4-(4-morpholino-1-(phenylthio)butan-2-ylamino)-3(trifluoromethylsulfonyl)benzenesulfonamide (910 mg, 1.643 mmol), and potassium carbonate (524 mg, 3.79 mmol) were combined in N,N-dimethylformamide (6.3 mL) and stirred for 1.5 hours at 85° C. and then for 2.5 hours at 95° C. The reaction was then cooled to room temperature and stirred for 16 hours. The reaction was treated with...